This data is from the Open Reaction Database (ORD), a public repository of structured organic reaction records. The task is: describe an organic reaction: reactants, conditions, products, and yield Starting materials: N1=C(C=CC=C1)C(=O)O (picolinic acid), N1=CC(=CC=C1)C=1C=NN(C1)C=1C=C(C=CC1)O (3-(4-(pyridin-3-yl)-1H-pyrazol-1-yl)phenol), BrC1=CC=2N(C3=CC=CC=C3C2C=C1)C1=NC=CC=C1 (2-bromo-9-(pyridin-2-yl)-9H-carbazole), [O-]P(=O)([O-])[O-].[K+].[K+].[K+] (K3PO4). Conditions: temperature 95 celsius, time 3 day. The product is N1=C(C=CC=C1)N1C2=CC=CC=C2C=2C=CC(=CC12)OC1=CC(=CC=C1)N1N=CC(=C1)C=1C=NC=CC1 (9-(pyridin-2-yl)-2-(3-(4-(pyridin-3-yl)-1H-pyrazol-1-yl)phenoxy)-9H-carbazole), Ligand ON13. The yield is 68.0%. As a reaction SMILES: [N:1]1[CH:6]=[CH:5][CH:4]=[C:3]([C:7]2[CH:8]=[N:9][N:10]([C:12]3[CH:13]=[C:14]([OH:18])[CH:15]=[CH:16][CH:17]=3)[CH:11]=2)[CH:2]=1.Br[C:20]1[CH:32]=[CH:31][C:30]2[C:29]3[C:24](=[CH:25][CH:26]=[CH:27][CH:28]=3)[N:23]([C:33]3[CH:38]=[CH:37][CH:36]=[CH:35][N:34]=3)[C:22]=2[CH:21]=1.N1C=CC=CC=1C(O)=O.[O-]P([O-])([O-])=O.[K+].[K+].[K+]>>[N:34]1[CH:35]=[CH:36][CH:37]=[CH:38][C:33]=1[N:23]1[C:22]2[CH:21]=[C:20]([O:18][C:14]3[CH:15]=[CH:16][CH:17]=[C:12]([N:10]4[CH:11]=[C:7]([C:3]5[CH:2]=[N:1][CH:6]=[CH:5][CH:4]=5)[CH:8]=[N:9]4)[CH:13]=3)[CH:32]=[CH:31][C:30]=2[C:29]2[C:24]1=[CH:25][CH:26]=[CH:27][CH:28]=2 |f:3.4.5.6|. Procedure: To a dry Shlenck tube equipped with a magnetic stir bar was added 3-(4-(pyridin-3-yl)-1H-pyrazol-1-yl)phenol 5 (475 mg, 2.0 mmol, 1.0 eq), 2-bromo-9-(pyridin-2-yl)-9H-carbazole (776 mg, 2.4 mmol, 1.2 eq), Cut (38 mg, 0.2 mmol, 0.1 eq), picolinic acid (49 mg, 0.4 mmol, 0.2 eq) and K3PO4 (819 mg, 4.0 mmol, 2.0 eq). The tube was evacuated and backfilled with nitrogen. The evacuation and backfill procedure was repeated another two times. Then solvent DMSO (10 mL) was added under nitrogen. The mixtur... Starting materials: N#Cc1ccccc1-c1ccc(CBr)cc1, O=C([O-])[O-], [K+], [K+], CCCCC(=O)Nc1cc(C(=O)OC)ccc1[N+](=O)[O-], CN(C)C=O, O. Yields the product CCCCC(=O)N(Cc1ccc(-c2ccccc2C#N)cc1)c1cc(C(=O)OC)ccc1[N+](=O)[O-]. RXN SMILES: [C:21](#[N:22])[c:23]1[c:24](-[c:29]2[cH:30][cH:31][c:32]([CH2:33][Br:34])[cH:35][cH:36]2)[cH:25][cH:26][cH:27][cH:28]1.[C:37](=[O:38])([O-:39])[O-:40].[K+:41].[K+:42].[N+:1](=[O:2])([O-:3])[c:4]1[c:5]([NH:14][C:15]([CH2:16][CH2:17][CH2:18][CH3:19])=[O:20])[cH:6][c:7]([C:8](=[O:9])[O:10][CH3:11])[cH:12][cH:13]1.[O:44]=[CH:45][N:46]([CH3:47])[CH3:48].[OH2:43]>>[N+:1](=[O:2])([O-:3])[c:4]1[c:5]([N:14]([C:15]([CH2:16][CH2:17][CH2:18][CH3:19])=[O:20])[CH2:33][c:32]2[cH:31][cH:30][c:29](-[c:24]3[c:23]([C:21]#[N:22])[cH:28][cH:27][cH:26][cH:25]3)[cH:36][cH:35]2)[cH:6][c:7]([C:8](=[O:9])[O:10][CH3:11])[cH:12][cH:13]1. The reactants are CN(CCCN=C=NCC)C (1-(3-dimethylaminopropyl)-3-ethylcarbodiimide), C1(=CC=CC=C1)C1(CC[C@@H]([C@H]2CNC[C@@H]12)O)C1=CC=CC=C1 ((3aR,4S,7aR)-7,7-diphenyl-4-perhydroisoindolol), CN(CCCOC1=C(C=CC=C1)CC(=O)O)C (2-(3-dimethylaminopropoxy)phenylacetic acid), ON1N=NC2=C1C=CC=C2 (1-hydroxybenzotriazole). The solvent is ClCCl (dichloromethane). Reaction conditions: temperature 20 celsius, time 90 minute. The product is CN(CCCOC1=C(C=CC=C1)CC(=O)N1C[C@H]2C(CC[C@@H]([C@H]2C1)O)(C1=CC=CC=C1)C1=CC=CC=C1)C ((3aR,4S,7aR)-2-{[2-(3-dimethylaminopropoxy)phenyl]-acetyl}-7,7-diphenyl-4-perhydroisoindolol). The yield is 63.0%. RXN SMILES: CN(C)CCCN=C=NCC.[C:12]1([C:18]2([C:28]3[CH:33]=[CH:32][CH:31]=[CH:30][CH:29]=3)[C@H:26]3[C@H:22]([CH2:23][NH:24][CH2:25]3)[C@@H:21]([OH:27])[CH2:20][CH2:19]2)[CH:17]=[CH:16][CH:15]=[CH:14][CH:13]=1.[CH3:34][N:35]([CH3:50])[CH2:36][CH2:37][CH2:38][O:39][C:40]1[CH:45]=[CH:44][CH:43]=[CH:42][C:41]=1[CH2:46][C:47](O)=[O:48].ON1C2C=CC=CC=2N=N1>ClCCl>[CH3:50][N:35]([CH3:34])[CH2:36][CH2:37][CH2:38][O:39][C:40]1[CH:45]=[CH:44][CH:43]=[CH:42][C:41]=1[CH2:46][C:47]([N:24]1[CH2:23][C@H:22]2[C@H:26]([C:18]([C:12]3[CH:13]=[CH:14][CH:15]=[CH:16][CH:17]=3)([C:28]3[CH:33]=[CH:32][CH:31]=[CH:30][CH:29]=3)[CH2:19][CH2:20][C@@H:21]2[OH:27])[CH2:25]1)=[O:48]. Reported procedure: 0,766 g of 1-(3-dimethylaminopropyl)-3-ethylcarbodiimide is added to a solution, cooled to 10° C., of 1 g of (3aR,4S,7aR)-7,7-diphenyl-4-perhydroisoindolol, 0.97 g of 2-(3-dimethylaminopropoxy)phenylacetic acid and 0.05 g of 1-hydroxybenzotriazole in 50 cm3 of dichloromethane. The reaction mixture is stirred for 90 minutes 20° C. and then washed twice with 50 cm3 of water and with 50 cm3 of a saturated solution of sodium chloride. The organic phase is dried over magnesium sulphate and concentrat...